This data is from the Open Reaction Database (ORD), a public repository of structured organic reaction records. The task is: describe an organic reaction: reactants, conditions, products, and yield The reactants are O1C(CCCC1)OC\C=C\C(COC1=CC=C(C=C1)F)OC(C)=O (1-(2-tetrahydropyranyloxy)-4-acetoxy-5-(4-fluorophenoxy)-trans-2-pentene), O1C(CCCC1)OCCCC(COC1=CC=C(C=C1)F)OC(C)=O (1-(2-tetrahydropyranyloxy)-4-acetoxy-5-(4-fluorophenoxy)-pentane). Yields the product C(C)(=O)OC(/C=C/CO)COC1=CC=C(C=C1)F (4-Acetoxy-5-(4-fluorophenoxy)-trans- 2-penten-1-ol). RXN SMILES: O1CCCCC1[O:7][CH2:8]/[CH:9]=[CH:10]/[CH:11]([O:21][C:22](=[O:24])[CH3:23])[CH2:12][O:13][C:14]1[CH:19]=[CH:18][C:17]([F:20])=[CH:16][CH:15]=1.O1CCCCC1OCCCC(OC(=O)C)COC1C=CC(F)=CC=1>>[C:22]([O:21][CH:11]([CH2:12][O:13][C:14]1[CH:19]=[CH:18][C:17]([F:20])=[CH:16][CH:15]=1)/[CH:10]=[CH:9]/[CH2:8][OH:7])(=[O:24])[CH3:23]. Procedure: The synthesis of this compound is carried out by the procedure of Example 2, Step E except that an equivalent quantity of 1-(2-tetrahydropyranyloxy)-4-acetoxy-5-(4-fluorophenoxy)-trans-2-pentene is substituted for the 1-(2-tetrahydropyranyloxy)-4-acetoxy-5-(4-fluorophenoxy)-pentane of Example 2, Step E. The product is obtained as a viscous oil. Reactants: 3-(2,4-dichlorophenyl)-4-(4-trifluorophenyl)-1,2,3,5-oxathiadiazole-2-oxide, ClC=1C=C(C=CC1)N1S(ON=C1C1=CC=C(C=C1)C(F)(F)F)=O (3-(3-chlorophenyl)-4-(4-trifluoromethylphenyl)-1,2,3,5-oxathiadiazole-2-oxide), 3-(3-chlorophenyl)-4-(2,4-chlorophenyl)-1,2,3,5-oxathiadiazole-2-oxide, ClC1=C(C=CC(=C1)Cl)N1S(ON=C1C1=C(C=CC=C1Cl)Cl)=O (3-(2,4-dichlorophenyl)-4-(2,6-dichlorophenyl)-1,2,3,5-oxathiadiazole-2-oxide), ClC=1C=C(C=CC1)N1S(ON=C1C1=C(C=CC=C1Cl)Cl)=O (3-(3-chlorophenyl)-4-(2,6-dichlorophenyl)-1,2,3,5-oxathiadiazole-2-oxide), ClC1=C(C=CC(=C1)Cl)N1S(ON=C1C1=CC=C(C=C1)Cl)=O (3-(2,4-dichlorophenyl)-4-(4-chlorophenyl)-1,2,3,5-oxathiadiazole-2-oxide), ClC1=C(C=CC(=C1)Cl)N1S(ON=C1C1=C(C=C(C=C1)Cl)Cl)=O (3-(2,4-dichlorophenyl)-4-(2,4-dichlorophenyl)-1,2,3,5-oxathiadiazole-2-oxide). Yields the product ClC1=C(C=CC(=C1)Cl)N1S(ON=C1C1=CC=C(C=C1)F)=O (3-(2,4-dichlorophenyl)-4-(4-fluorophenyl)-1,2,3,5-oxathiadiazole-2-oxide). RXN SMILES: ClC1C=C(N2C(C3C=CC(C(F)(F)[F:20])=CC=3)=NOS2=O)C=CC=1.ClC1C=C(N2C(C3C(Cl)=CC=CC=3Cl)=NOS2=O)C=CC=1.[Cl:45][C:46]1[CH:51]=[C:50]([Cl:52])[CH:49]=[CH:48][C:47]=1[N:53]1[C:57]([C:58]2[CH:63]=[CH:62][C:61](Cl)=[CH:60][CH:59]=2)=[N:56][O:55][S:54]1=[O:65].ClC1C=C(Cl)C=CC=1N1C(C2C=CC(Cl)=CC=2Cl)=NOS1=O.ClC1C=C(Cl)C=CC=1N1C(C2C(Cl)=CC=CC=2Cl)=NOS1=O>>[Cl:45][C:46]1[CH:51]=[C:50]([Cl:52])[CH:49]=[CH:48][C:47]=1[N:53]1[C:57]([C:58]2[CH:63]=[CH:62][C:61]([F:20])=[CH:60][CH:59]=2)=[N:56][O:55][S:54]1=[O:65]. Reported procedure: 3-(3-chlorophenyl)-4-(4-trifluoromethylphenyl)-1,2,3,5-oxathiadiazole-2-oxide; 3-(3-chlorophenyl)-4-(2,6-dichlorophenyl)-1,2,3,5-oxathiadiazole-2-oxide; 3-(2,4-dichlorophenyl)-4-(4-chlorophenyl)-1,2,3,5-oxathiadiazole-2-oxide; 3-(3-chlorophenyl)-4-(2,4-chlorophenyl)-1,2,3,5-oxathiadiazole-2-oxide; 3-(2,4-dichlorophenyl)-4-(4-trifluorophenyl)-1,2,3,5-oxathiadiazole-2-oxide; 3-(2,4-dichlorophenyl)-4-(2,4-dichlorophenyl)-1,2,3,5-oxathiadiazole-2-oxide; 3-(2,4-dichlorophenyl)-4-(2,6-dichlorophenyl)-... Starting materials: Cl.FC1(CNCC1)F (3,3-Difluoropyrollidine hydrochloride), C(C)(=O)O[BH-](OC(C)=O)OC(C)=O.[Na+] (sodium triacetoxyborohydride), C1(CC1)NC(=O)NC1=CC(=C(C=C1)OC1=C2C(=NC=C1)C=C(S2)C2=NC=C(C=C2)C=O)F (1-cyclopropyl-3-(3-fluoro-4-(2-(5-formylpyridin-2-yl)thieno[3,2-b]pyridin-7-yloxy)phenyl)urea), C(C)(=O)O (acetic acid). Solvent: C(Cl)Cl (DCM), ClCCl.CN(C)C=O (dichloromethane DMF). Reaction conditions: time 20 minute. Product: C1(CC1)NC(=O)NC1=CC(=C(C=C1)OC1=C2C(=NC=C1)C=C(S2)C2=NC=C(C=C2)CN2CC(CC2)(F)F)F (1-cyclopropyl-3-(4-(2-(5-((3,3-difluoropyrrolidin-1-yl)methyl)pyridin-2-yl)thieno[3,2-b]pyridin-7-yloxy)-3-fluorophenyl)urea). Isolated yield 41.7%. Reaction SMILES: Cl.[F:2][C:3]1([F:8])[CH2:7][CH2:6][NH:5][CH2:4]1.[CH:9]1([NH:12][C:13]([NH:15][C:16]2[CH:21]=[CH:20][C:19]([O:22][C:23]3[CH:28]=[CH:27][N:26]=[C:25]4[CH:29]=[C:30]([C:32]5[CH:37]=[CH:36][C:35]([CH:38]=O)=[CH:34][N:33]=5)[S:31][C:24]=34)=[C:18]([F:40])[CH:17]=2)=[O:14])[CH2:11][CH2:10]1.C(O)(=O)C.C(O[BH-](OC(=O)C)OC(=O)C)(=O)C.[Na+]>C(Cl)Cl.ClCCl.CN(C=O)C>[CH:9]1([NH:12][C:13]([NH:15][C:16]2[CH:21]=[CH:20][C:19]([O:22][C:23]3[CH:28]=[CH:27][N:26]=[C:25]4[CH:29]=[C:30]([C:32]5[CH:37]=[CH:36][C:35]([CH2:38][N:5]6[CH2:6][CH2:7][C:3]([F:8])([F:2])[CH2:4]6)=[CH:34][N:33]=5)[S:31][C:24]=34)=[C:18]([F:40])[CH:17]=2)=[O:14])[CH2:11][CH2:10]1 |f:0.1,4.5,7.8|. Procedure: 3,3-Difluoropyrollidine hydrochloride (0.200 g, 1.39 mmol) was suspended in DCM and washed with 3M NaOH. The organic phase was separated, dried over anhydrous MgSO4 and filtered into a solution of aldehyde 47 (0.090 g, 0.20 mmol) and acetic acid (0.03 mL, 0.5 mmol) in a 10:1 dichloromethane/DMF mixture (45 mL), which was stirred for 20 min at RT. Then sodium triacetoxyborohydride (0.128 g, 0.60 mmol) was added and the reaction mixture was stirred at RT for 18 h and partitioned between dichlorome... Starting materials: Cc1ccccc1, O=C(O)C(F)(F)F, OC1(Cc2ccccc2)CCCc2nc(OCc3ccccc3)ccc21, NOCc1ccccc1. The product is c1ccc(CONC2(Cc3ccccc3)CCCc3nc(OCc4ccccc4)ccc32)cc1. As a reaction SMILES: [CH3:43][c:44]1[cH:45][cH:46][cH:47][cH:48][cH:49]1.[OH:1][C:2]([C:3]([F:4])([F:5])[F:6])=[O:7].[OH:8][C:9]1([CH2:27][c:28]2[cH:29][cH:30][cH:31][cH:32][cH:33]2)[c:10]2[cH:11][cH:12][c:13]([O:19][CH2:20][c:21]3[cH:22][cH:23][cH:24][cH:25][cH:26]3)[n:14][c:15]2[CH2:16][CH2:17][CH2:18]1.[c:34]1([CH2:40][O:41][NH2:42])[cH:35][cH:36][cH:37][cH:38][cH:39]1>>[C:9]1([CH2:27][c:28]2[cH:29][cH:30][cH:31][cH:32][cH:33]2)([NH:42][O:41][CH2:40][c:34]2[cH:35][cH:36][cH:37][cH:38][cH:39]2)[c:10]2[cH:11][cH:12][c:13]([O:19][CH2:20][c:21]3[cH:22][cH:23][cH:24][cH:25][cH:26]3)[n:14][c:15]2[CH2:16][CH2:17][CH2:18]1. The reactants are FC=1C=CC(=C(C1)C1=C2C(=NC=C1)N(C(=C2)C2=CC1C(CN(C1)C(=O)OC(C)(C)C)C2)S(=O)(=O)C2=CC=CC=C2)OC (tert-butyl 5-(4-(5-fluoro-2-methoxyphenyl)-1-(phenylsulfonyl)-1H-pyrrolo[2,3-b]pyridin-2-yl)-3,3a,6,6a-tetrahydrocyclopenta[c]pyrrole-2(1H)-carboxylate), [OH-].[Na+] (sodium hydroxide). Solvent: O1CCCC1 (tetrahydrofuran), CO (methanol). Reaction conditions: temperature 60 celsius, time 3 hour. Yields the product FC=1C=CC(=C(C1)C1=C2C(=NC=C1)NC(=C2)C2=CC1C(CN(C1)C(=O)OC(C)(C)C)C2)OC (tert-butyl 5-(4-(5-fluoro-2-methoxyphenyl)-1H-pyrrolo[2,3-b]pyridin-2-yl)-3,3a,6,6a-tetrahydrocyclopenta[c]pyrrole-2(1H)-carboxylate). Reaction SMILES: [F:1][C:2]1[CH:3]=[CH:4][C:5]([O:41][CH3:42])=[C:6]([C:8]2[CH:13]=[CH:12][N:11]=[C:10]3[N:14](S(C4C=CC=CC=4)(=O)=O)[C:15]([C:17]4[CH2:31][CH:20]5[CH2:21][N:22]([C:24]([O:26][C:27]([CH3:30])([CH3:29])[CH3:28])=[O:25])[CH2:23][CH:19]5[CH:18]=4)=[CH:16][C:9]=23)[CH:7]=1.[OH-].[Na+]>O1CCCC1.CO>[F:1][C:2]1[CH:3]=[CH:4][C:5]([O:41][CH3:42])=[C:6]([C:8]2[CH:13]=[CH:12][N:11]=[C:10]3[NH:14][C:15]([C:17]4[CH2:31][CH:20]5[CH2:21][N:22]([C:24]([O:26][C:27]([CH3:28])([CH3:29])[CH3:30])=[O:25])[CH2:23][CH:19]5[CH:18]=4)=[CH:16][C:9]=23)[CH:7]=1 |f:1.2|. Reported procedure: To a solution of Example 262C (˜3.93 mmol) in tetrahydrofuran (28 mL) and methanol (20 mL) was added 1M aqueous sodium hydroxide (23.61 mL, 23.61 mmol) and the mixture was stirred at 60° C. for 3 hours. The mixture was extracted with ethyl acetate and the organic layer was washed with brine, dried over sodium sulfate, filtered and concentrated in vacuo. The residue was purified by flash chromatography on silica gel, eluting with a gradient of 6-15% methanol in dichloromethane to give the title c...